The task is: describe an organic reaction: reactants, conditions, products, and yield. This data is from the Open Reaction Database (ORD), a public repository of structured organic reaction records. The reactants are BrCCCCCCN1CCCCC1, [Li]CCCC, CC#N, O=C1Nc2ccccc2Nc2ccccc21. Yields the product O=C1Nc2ccccc2N(CCCCCCN2CCCCC2)c2ccccc21. As a reaction SMILES: [Br:22][CH2:23][CH2:24][CH2:25][CH2:26][CH2:27][CH2:28][N:29]1[CH2:30][CH2:31][CH2:32][CH2:33][CH2:34]1.[CH2:17]([Li:18])[CH2:19][CH2:20][CH3:21].[CH3:35][C:36]#[N:37].[cH:1]1[cH:2][cH:3][cH:4][c:5]2[c:11]1[C:10](=[O:12])[NH:9][c:8]1[c:7]([cH:16][cH:15][cH:14][cH:13]1)[NH:6]2>>[cH:1]1[cH:2][cH:3][cH:4][c:5]2[c:11]1[C:10](=[O:12])[NH:9][c:8]1[c:7]([cH:16][cH:15][cH:14][cH:13]1)[N:6]2[CH2:23][CH2:24][CH2:25][CH2:26][CH2:27][CH2:28][N:29]1[CH2:30][CH2:31][CH2:32][CH2:33][CH2:34]1.